The task is: describe an organic reaction: reactants, conditions, products, and yield. This data is from the Open Reaction Database (ORD), a public repository of structured organic reaction records. Starting materials: Nc1scc(Br)c1-c1ncn[nH]1, N#Cc1ccc2ccc(=O)n(CC(=O)O)c2c1. Product: N#Cc1ccc2ccc(=O)n(CC(=O)Nc3scc(Br)c3-c3ncn[nH]3)c2c1. Reaction SMILES: [Br:18][c:19]1[c:20](-[c:25]2[n:26][cH:27][n:28][nH:29]2)[c:21]([NH2:24])[s:22][cH:23]1.[C:1](#[N:2])[c:3]1[cH:4][cH:5][c:6]2[cH:7][cH:8][c:9](=[O:17])[n:10]([CH2:13][C:14](=[O:15])[OH:16])[c:11]2[cH:12]1>>[C:1](#[N:2])[c:3]1[cH:4][cH:5][c:6]2[cH:7][cH:8][c:9](=[O:17])[n:10]([CH2:13][C:14](=[O:16])[NH:24][c:21]3[c:20](-[c:25]4[n:26][cH:27][n:28][nH:29]4)[c:19]([Br:18])[cH:23][s:22]3)[c:11]2[cH:12]1.